From a dataset of the Open Reaction Database (ORD), a public repository of structured organic reaction records. describe an organic reaction: reactants, conditions, products, and yield The reactants are BrC1(C(OCC1)OCC)C(=O)OCC (ethyl 3-bromo-2-ethoxytetrahydro-3-furoate), [O-]CC.[Na+] (sodium ethoxide), [O-]CC.[Na+] (sodium ethoxide). The solvent is C1(=CC=CC=C1)C (toluene). Conditions: temperature 50 celsius. Product: O1C=C(C=C1)C(=O)OCC (ethyl 3-furoate). RXN SMILES: Br[C:2]1([C:10]([O:12][CH2:13][CH3:14])=[O:11])[CH2:6][CH2:5][O:4][CH:3]1OCC.[O-]CC.[Na+]>C1(C)C=CC=CC=1>[O:4]1[CH:5]=[CH:6][C:2]([C:10]([O:12][CH2:13][CH3:14])=[O:11])=[CH:3]1 |f:1.2|. Reported procedure: To a nitrogen-purged, 300-mL, three-neck, round-bottom flask equipped with a thermocouple/thermowell, addition funnel, distillation head, and magnetic stirrer was charged 75 mL of toluene and 26.71 g (0.100 mole) of distilled ethyl 3-bromo-2-ethoxytetrahydro-3-furoate and 42 mL (0.11 mole) of 21 % alcoholic sodium ethoxide. The mixture was heated to 50° C. while following the course of reaction by GC. An additional 17 mL (0.046 mole) of sodium ethoxide solution was needed to complete the reactio... Reactants: FC(C=1C=C(C=O)C=CC1)(F)F (3-(trifluoromethyl)benzaldehyde), CC(C(C(=O)N[C@H]1CC[C@@H]2CNC[C@@H]21)C2=CC=CC=C2)C (3-Methyl-N-[(3aR,4S,6aS)-octahydrocyclopenta[c]pyrrol-4-yl]-2-phenylbutanamide), C1(CCCCC1)C(C(=O)N[C@H]1CC[C@H]2CNC[C@H]21)C2CCCCC2 (2,2-dicyclohexyl-N-[(3aS,4S,6aR)-octahydrocyclopenta[c]pyrrol-4-yl]acetamide). The product is CC(C(C(=O)N[C@H]1CC[C@@H]2CN(C[C@@H]21)CC2=CC(=CC=C2)C)C2=CC=CC=C2)C (3-methyl-N-[(3aR,4S,6aS)-2-(3-methylbenzyl)octahydrocyclopenta[c]pyrrol-4-yl]-2-phenylbutanamide). RXN SMILES: F[C:2](F)(F)[C:3]1[CH:4]=[C:5]([CH:8]=[CH:9][CH:10]=1)[CH:6]=O.[CH3:13][CH:14]([CH3:33])[CH:15]([C:27]1[CH:32]=[CH:31][CH:30]=[CH:29][CH:28]=1)[C:16]([NH:18][C@@H:19]1[C@@H:26]2[C@@H:22]([CH2:23][NH:24][CH2:25]2)[CH2:21][CH2:20]1)=[O:17].C1(C(C2CCCCC2)C(N[C@@H]2[C@H]3[C@H](CNC3)CC2)=O)CCCCC1>>[CH3:13][CH:14]([CH3:33])[CH:15]([C:27]1[CH:28]=[CH:29][CH:30]=[CH:31][CH:32]=1)[C:16]([NH:18][C@@H:19]1[C@@H:26]2[C@@H:22]([CH2:23][N:24]([CH2:6][C:5]3[CH:8]=[CH:9][CH:10]=[C:3]([CH3:2])[CH:4]=3)[CH2:25]2)[CH2:21][CH2:20]1)=[O:17]. Procedure details: The title compound was prepared by substituting 3-methylbenzaldehyde for 3-(trifluoromethyl)benzaldehyde and 3-methyl-N-[(3aR,4S,6aS)-octahydrocyclopenta[c]pyrrol-4-yl]-2-phenylbutanamide from Example 83 Step A for 2,2-dicyclohexyl-N-[(3aS,4S,6aR)-octahydrocyclopenta[c]pyrrol-4-yl]acetamide in the procedure described for Example 54: 1H NMR (500 MHz, pyridine-d5) δ ppm 8.62-8.50 (m, 1H), 7.64 (d, J=7.5, 2H), 7.33 (td, J=3.7, 7.5, 2H), 7.29-7.23 (m, J=5.5, 11.0, 3H), 7.18 (s, 1H), 7.07 (d, J=7.0, ... The reactants are C1(CC1)N1CCC(CC1)N1C[C@H](CC1)NC(OC(C)(C)C)=O ((S)-tert-Butyl 1-(1-cyclopropylpiperidin-4-yl)pyrrolidin-3-ylcarbamate), Cl (HCl). Procedure details: (S)-tert-Butyl 1-(1-cyclopropylpiperidin-4-yl)pyrrolidin-3-ylcarbamate (0.87 g, 2.282 mmol) was dissolved in methanol (4.6 ml), and HCl in methanol (1.25 M, 9.1 ml) was added. The reaction mixture was heated for 3 h at 50° C. and then stirred overnight at RT. The resulting precipitate was filtered off. The filtrate was concentrated to half, and diethyl ether was added. The resulting precipitate was filtered off again. Yield: >99% (0.72 g). Yields the product Cl.Cl.Cl.C1(CC1)N1CCC(CC1)N1C[C@H](CC1)N ((S)-1-(1-Cyclopropylpiperidin-4-yl)pyrrolidin-3-amine trihydrochloride). Conditions: temperature 50 celsius, time 8 hour. Yield: 99.0%. Solvent: CO (methanol), CO (methanol). As a reaction SMILES: [CH:1]1([N:4]2[CH2:9][CH2:8][CH:7]([N:10]3[CH2:14][CH2:13][C@H:12]([NH:15]C(=O)OC(C)(C)C)[CH2:11]3)[CH2:6][CH2:5]2)[CH2:3][CH2:2]1.[ClH:23]>CO>[ClH:23].[ClH:23].[ClH:23].[CH:1]1([N:4]2[CH2:5][CH2:6][CH:7]([N:10]3[CH2:14][CH2:13][C@H:12]([NH2:15])[CH2:11]3)[CH2:8][CH2:9]2)[CH2:3][CH2:2]1 |f:3.4.5.6|. The reactants are [Cl-].[Al+3].[Cl-].[Cl-] (aluminium chloride), ClC=1C=C(C(=O)Cl)C=CC1 (3-chlorobenzoic acid chloride), CN1C(=CC=C1)C(=O)O (1-methylpyrrole-2-carboxylic acid). The solvent is ClCCCl (1,2-dichloroethane), ClCCCl (1,2-dichloroethane). Run at time 3 hour. Product: CN1C(=CC(=C1)C(C1=CC(=CC=C1)Cl)=O)C(=O)O (1-Methyl-4-(3-chloro-benzoyl)-pyrrole-2-carboxylic acid). The yield is 75.9%. Reaction SMILES: [Cl-].[Al+3].[Cl-].[Cl-].[Cl:5][C:6]1[CH:7]=[C:8]([CH:12]=[CH:13][CH:14]=1)[C:9](Cl)=[O:10].[CH3:15][N:16]1[CH:20]=[CH:19][CH:18]=[C:17]1[C:21]([OH:23])=[O:22]>ClCCCl>[CH3:15][N:16]1[CH:20]=[C:19]([C:9](=[O:10])[C:8]2[CH:12]=[CH:13][CH:14]=[C:6]([Cl:5])[CH:7]=2)[CH:18]=[C:17]1[C:21]([OH:23])=[O:22] |f:0.1.2.3|. Reported procedure: As a modification, the acid is prepared in the following manner: 26.7 g aluminium chloride are added to a solution of 17.7 g 3-chlorobenzoic acid chloride in 300 ml 1,2-dichloroethane. At about 0° C., a solution of 12.5 g 1-methylpyrrole-2-carboxylic acid in 200 ml 1,2-dichloroethane is added portionwise. After stirring for 3 hours at room temperature, the mixture is poured over ice. The resulting precipitate is recrystallized from 250 ml 2-butanone, to give 20 g of the pure acid, m.p.=214° C. Reactants: CCO, Cc1c(CO)cccc1[N+](=O)[O-]. Yields the product Cc1c(N)cccc1CO. Reaction SMILES: [CH3:13][CH2:14][OH:15].[CH3:1][c:2]1[c:3]([CH2:4][OH:5])[cH:6][cH:7][cH:8][c:9]1[N+:10]([O-:11])=[O:12]>>[CH3:1][c:2]1[c:3]([CH2:4][OH:5])[cH:6][cH:7][cH:8][c:9]1[NH2:10]. Reactants: CC(C)(C)OC(=O)NC1N=C(c2ccccc2F)c2ccccc2N(CC(=O)N2CC3CC4CC(C3)CC2C4)C1=O, Cl, C[N+](=O)[O-]. Yields the product NC1N=C(c2ccccc2F)c2ccccc2N(CC(=O)N2CC3CC4CC(C3)CC2C4)C1=O. RXN SMILES: [CH:1]12[N:2]([C:12](=[O:13])[CH2:14][N:15]3[C:16](=[O:41])[CH:17]([NH:33][C:34]([O:35][C:36]([CH3:37])([CH3:38])[CH3:39])=[O:40])[N:18]=[C:19]([c:26]4[c:27]([F:32])[cH:28][cH:29][cH:30][cH:31]4)[c:20]4[c:21]3[cH:22][cH:23][cH:24][cH:25]4)[CH2:3][CH:4]3[CH2:5][CH:6]([CH2:7][CH:8]([CH2:9]1)[CH2:10]3)[CH2:11]2.[ClH:42].[N+:43]([CH3:44])([O-:45])=[O:46]>>[CH:1]12[N:2]([C:12](=[O:13])[CH2:14][N:15]3[C:16](=[O:41])[CH:17]([NH2:33])[N:18]=[C:19]([c:26]4[c:27]([F:32])[cH:28][cH:29][cH:30][cH:31]4)[c:20]4[c:21]3[cH:22][cH:23][cH:24][cH:25]4)[CH2:3][CH:4]3[CH2:5][CH:6]([CH2:7][CH:8]([CH2:9]1)[CH2:10]3)[CH2:11]2. Reactants: C=O (formaldehyde), Cl (hydrochloric acid), OC1=CC=C(C=C1)C(C)=O (4'-hydroxyacetophenone). Run at temperature 50 celsius. Yields the product ClCC=1C=C(C=CC1O)C(C)=O (3'-chloromethyl-4'-hydroxyacetophenone). As a reaction SMILES: [CH2:1]=[O:2].[ClH:3].O[C:5]1[CH:10]=[CH:9][C:8]([C:11](=[O:13])[CH3:12])=[CH:7][CH:6]=1>>[Cl:3][CH2:5][C:6]1[CH:7]=[C:8]([C:11](=[O:13])[CH3:12])[CH:9]=[CH:10][C:1]=1[OH:2]. Procedure details: To a mixture of 260 ml. of 37% formaldehyde and 1800 ml. of concentrated hydrochloric acid is added 400 g. of 4'-hydroxyacetophenone at a temperature of about 45°C. The mixture is maintained at 50°C. for two hours, filtered, and washed with water to give 3'-chloromethyl-4'-hydroxyacetophenone, m.p. 154° C. dec. Reactants: BrC1=CC(=C(C(=C1)C)O)Cl (4-Bromo-2-chloro-6-methylphenol), C(=O)([O-])[O-].[K+].[K+] (K2CO3), S(=O)(=O)(OC)OC (Dimethyl sulfate). The solvent is CC(=O)C (acetone). Conditions: time 22 hour. Product: BrC1=CC(=C(C(=C1)C)OC)Cl (4-Bromo-2-chloro-6-methylanisole). RXN SMILES: [Br:1][C:2]1[CH:7]=[C:6]([CH3:8])[C:5]([OH:9])=[C:4]([Cl:10])[CH:3]=1.[C:11]([O-])([O-])=O.[K+].[K+].S(OC)(OC)(=O)=O>CC(C)=O>[Br:1][C:2]1[CH:7]=[C:6]([CH3:8])[C:5]([O:9][CH3:11])=[C:4]([Cl:10])[CH:3]=1 |f:1.2.3|. Reported procedure: 4-Bromo-2-chloro-6-methylphenol (50 g, 0.225 mole) and K2CO3 (31.8 g, 0.23 mole) were combined in acetone (300 ml). Dimethyl sulfate (32 ml, 0.34 mole) was added dropwise and the mixture stirred 22 hours at room temperature, filtered and concentrated to an oil in vacuo. The oil was taken up in 250 ml ether, washed 2×2N NaOH, 1×saturated NaHCO3, 2×brine, dried over MgSO4, reconcentrated to an oil and distilled to yield purified title product, 42.9 g, b.p. 122°-124°0.9 mm, pnmr/CDCl3 /delta/TMS: 2... Starting materials: O=C1C2=C(SC3=C(C=CC=C3)C13CCNCC3)C=CC=C2 (10,11-dihydro-11-oxospiro[dibenz(b,f)thiepin-10,4'-piperidine]), base, O(C1=CC=CC=C1)CCCBr (phenoxypropyl bromide), BrCCC1=CC=CC=C1 (2-bromoethylbenzene). Product: Br.O=C1C2=C(SC3=C(C=CC=C3)C13CCN(CC3)CCCOC3=CC=CC=C3)C=CC=C2 (10,11-dihydro-11-oxo-1'-(3-phenoxypropyl)spiro[dibenz(b,f)thiepin-10,4'-piperidine] hydrobromide), Br.C(CC1=CC=CC=C1)N1CCC2(CC1)C(C1=C(SC3=C2C=CC=C3)C=CC=C1)=O (10,11-dihydro-1'-phenethyl-11-oxospiro[dibenz(b,f)thiepin-10,4'-piperidine] hydrobromide). RXN SMILES: [O:1]=[C:2]1[C:12]2([CH2:17][CH2:16][NH:15][CH2:14][CH2:13]2)[C:7]2[CH:8]=[CH:9][CH:10]=[CH:11][C:6]=2[S:5][C:4]2[CH:18]=[CH:19][CH:20]=[CH:21][C:3]1=2.[O:22]([CH2:29][CH2:30][CH2:31][Br:32])[C:23]1[CH:28]=[CH:27][CH:26]=[CH:25][CH:24]=1.[Br:33][CH2:34][CH2:35][C:36]1[CH:41]=[CH:40][CH:39]=[CH:38][CH:37]=1>>[BrH:32].[O:1]=[C:2]1[C:12]2([CH2:13][CH2:14][N:15]([CH2:31][CH2:30][CH2:29][O:22][C:23]3[CH:28]=[CH:27][CH:26]=[CH:25][CH:24]=3)[CH2:16][CH2:17]2)[C:7]2[CH:8]=[CH:9][CH:10]=[CH:11][C:6]=2[S:5][C:4]2[CH:18]=[CH:19][CH:20]=[CH:21][C:3]1=2.[BrH:33].[CH2:34]([N:15]1[CH2:14][CH2:13][C:12]2([C:7]3[CH:8]=[CH:9][CH:10]=[CH:11][C:6]=3[S:5][C:4]3[CH:18]=[CH:19][CH:20]=[CH:21][C:3]=3[C:2]2=[O:1])[CH2:17][CH2:16]1)[CH2:35][C:36]1[CH:41]=[CH:40][CH:39]=[CH:38][CH:37]=1 |f:3.4,5.6|. Procedure details: Samples of 10,11-dihydro-11-oxospiro[dibenz(b,f)thiepin-10,4'-piperidine], free base of Example 3, are separately treated with phenoxypropyl bromide and 2-bromoethylbenzene according to the procedure in Example 12 to obtain 10,11-dihydro-11-oxo-1'-(3-phenoxypropyl)spiro[dibenz(b,f)thiepin-10,4'-piperidine] hydrobromide (Example 13) and 10,11-dihydro-1'-phenethyl-11-oxospiro[dibenz(b,f)thiepin-10,4'-piperidine] hydrobromide, (Example 14), respectively. Reactants: CN(CC(=O)O)NC(=O)NCc1ccncc1, CCOC(OCC)C(C)N(Cc1cccc2ccccc12)C(=O)C(N)CC(=O)NC(c1ccccc1)(c1ccccc1)c1ccccc1. Product: CCOC(OCC)C(C)N(Cc1cccc2ccccc12)C(=O)C(CC(=O)NC(c1ccccc1)(c1ccccc1)c1ccccc1)NC(=O)CN(C)NC(=O)NCc1ccncc1. RXN SMILES: [CH3:1][N:2]([NH:3][C:4]([NH:5][CH2:6][c:7]1[cH:8][cH:9][n:10][cH:11][cH:12]1)=[O:13])[CH2:14][C:15](=[O:16])[OH:17].[NH2:18][CH:19]([C:20](=[O:21])[N:22]([CH2:23][c:24]1[cH:25][cH:26][cH:27][c:28]2[cH:29][cH:30][cH:31][cH:32][c:33]12)[CH:34]([CH:35]([O:36][CH2:37][CH3:38])[O:39][CH2:40][CH3:41])[CH3:42])[CH2:43][C:44](=[O:45])[NH:46][C:47]([c:48]1[cH:49][cH:50][cH:51][cH:52][cH:53]1)([c:54]1[cH:55][cH:56][cH:57][cH:58][cH:59]1)[c:60]1[cH:61][cH:62][cH:63][cH:64][cH:65]1>>[CH3:1][N:2]([NH:3][C:4]([NH:5][CH2:6][c:7]1[cH:8][cH:9][n:10][cH:11][cH:12]1)=[O:13])[CH2:14][C:15](=[O:17])[NH:18][CH:19]([C:20](=[O:21])[N:22]([CH2:23][c:24]1[cH:25][cH:26][cH:27][c:28]2[cH:29][cH:30][cH:31][cH:32][c:33]12)[CH:34]([CH:35]([O:36][CH2:37][CH3:38])[O:39][CH2:40][CH3:41])[CH3:42])[CH2:43][C:44](=[O:45])[NH:46][C:47]([c:48]1[cH:49][cH:50][cH:51][cH:52][cH:53]1)([c:54]1[cH:55][cH:56][cH:57][cH:58][cH:59]1)[c:60]1[cH:61][cH:62][cH:63][cH:64][cH:65]1.